This data is from the Open Reaction Database (ORD), a public repository of structured organic reaction records. The task is: describe an organic reaction: reactants, conditions, products, and yield The reactants are OCCCBr, O=C([O-])[O-], CC#N, Cc1ccccc1, [K+], [K+], O, N#Cc1ccc(O)cc1. Product: N#Cc1ccc(OCCCO)cc1. Reaction SMILES: [Br:19][CH2:20][CH2:21][CH2:22][OH:23].[C:10](=[O:11])([O-:12])[O-:13].[CH3:16][C:17]#[N:18].[CH3:25][c:26]1[cH:27][cH:28][cH:29][cH:30][cH:31]1.[K+:14].[K+:15].[OH2:24].[OH:1][c:2]1[cH:3][cH:4][c:5]([C:8]#[N:9])[cH:6][cH:7]1>>[O:1]([c:2]1[cH:3][cH:4][c:5]([C:8]#[N:9])[cH:6][cH:7]1)[CH2:20][CH2:21][CH2:22][OH:23]. Reactants: NC=1NC(C2=C(N1)N(C(S2)=O)[C@H]2[C@H]([C@H](OC(C1=CC=CC=C1)=O)[C@H](O2)COC(C2=CC=CC=C2)=O)F)=O (5-amino-3-(2-deoxy-2-fluoro-3,5-di-O-benzoyl-β-D-arabinofuranosyl)thiazolo[4,5-d]pyrimidine-2,7(3H,6H)-dione), nucleoside. Run in N.CO (NH3 MeOH), CO (MeOH). The product is NC=1NC(C2=C(N1)N(C(S2)=O)[C@H]2[C@H]([C@H](O)[C@H](O2)CO)F)=O (5-Amino-3-(2-deoxy-2-fiuoro-β-D-arabinofuranosyl)thiazolo[4,5-d]pyrimidine-2,7(3H,6H)-dione). Yield: 86.8%. Reaction SMILES: [NH2:1][C:2]1[NH:3][C:4](=[O:37])[C:5]2[S:10][C:9](=[O:11])[N:8]([C@@H:12]3[O:25][C@H:24]([CH2:26][O:27]C(=O)C4C=CC=CC=4)[C@@H:14]([O:15]C(=O)C4C=CC=CC=4)[C@@H:13]3[F:36])[C:6]=2[N:7]=1>N.CO.CO>[NH2:1][C:2]1[NH:3][C:4](=[O:37])[C:5]2[S:10][C:9](=[O:11])[N:8]([C@@H:12]3[O:25][C@H:24]([CH2:26][OH:27])[C@@H:14]([OH:15])[C@@H:13]3[F:36])[C:6]=2[N:7]=1 |f:1.2|. Procedure details: Treatment of 5-amino-3-(2-deoxy-2-fluoro-3,5-di-O-benzoyl-β-D-arabinofuranosyl)thiazolo[4,5-d]pyrimidine-2,7(3H,6H)-dione (0.40 g, 0.76 mmol) in NH3 /MeOH (saturated at 0° C., 35 mL) at room temperature for 24 h gavethe deblocked nucleoside. This was dissolved in MeOH, adsorbed on silica gel (10 g) and loaded on the top of a prepacked silica gel column. The column was eluted with CH2Cl2 :MeOH (90:10, v:v). The appropriate fractions were pooled and concentrated to afford 0.21 g (86.9%) of the tit... Starting materials: NNc1ccccc1Cl, O=C(Cl)c1c(F)cccc1Cl, Cl, c1ccncc1. Yields the product O=C(NNc1ccccc1Cl)c1c(F)cccc1Cl. RXN SMILES: [Cl:13][c:14]1[c:15]([NH:20][NH2:21])[cH:16][cH:17][cH:18][cH:19]1.[Cl:1][c:2]1[c:3]([C:4](=[O:5])[Cl:6])[c:7]([F:11])[cH:8][cH:9][cH:10]1.[ClH:12].[cH:22]1[cH:23][cH:24][n:25][cH:26][cH:27]1>>[Cl:1][c:2]1[c:3]([C:4](=[O:5])[NH:21][NH:20][c:15]2[c:14]([Cl:13])[cH:19][cH:18][cH:17][cH:16]2)[c:7]([F:11])[cH:8][cH:9][cH:10]1. Starting materials: CC1CN(C(=O)c2ccccc2)CCN1c1nnc(-c2ccc(CCOC3CCCCO3)cc2)c2ccccc12, CO, [K+], [K+], O=C([O-])[O-], Cc1ccc(S(=O)(=O)O)cc1. Yields the product CC1CN(C(=O)c2ccccc2)CCN1c1nnc(-c2ccc(CCO)cc2)c2ccccc12. RXN SMILES: [CH3:1][CH:2]1[CH2:3][N:4]([C:33](=[O:34])[c:35]2[cH:36][cH:37][cH:38][cH:39][cH:40]2)[CH2:5][CH2:6][N:7]1[c:8]1[n:9][n:10][c:11](-[c:18]2[cH:19][cH:20][c:21]([CH2:24][CH2:25][O:26][CH:27]3[CH2:28][CH2:29][CH2:30][CH2:31][O:32]3)[cH:22][cH:23]2)[c:12]2[cH:13][cH:14][cH:15][cH:16][c:17]12.[CH3:58][OH:59].[K+:52].[K+:53].[O-:54][C:55]([O-:56])=[O:57].[c:41]1([CH3:42])[cH:43][cH:44][c:45]([S:46]([OH:47])(=[O:48])=[O:49])[cH:50][cH:51]1>>[CH3:1][CH:2]1[CH2:3][N:4]([C:33](=[O:34])[c:35]2[cH:36][cH:37][cH:38][cH:39][cH:40]2)[CH2:5][CH2:6][N:7]1[c:8]1[n:9][n:10][c:11](-[c:18]2[cH:19][cH:20][c:21]([CH2:24][CH2:25][OH:26])[cH:22][cH:23]2)[c:12]2[cH:13][cH:14][cH:15][cH:16][c:17]12.